This data is from the Open Reaction Database (ORD), a public repository of structured organic reaction records. The task is: describe an organic reaction: reactants, conditions, products, and yield The reactants are COB(OC)OC (trimethoxyboran), Cl (hydrochloric acid), crude product, BrC1=CC(=C(C(=C1)C)OCC1=CC=CC=C1)CC (4-bromo-2-ethyl-6-methyl-1-benzyloxybenzene), ice water. Solvent: O1CCCC1 (tetrahydrofuran), O1CCCC1 (tetrahydrofuran), solution, C(CCC)[Li] (n-butyl lithium), CCCCCC (hexane). Conditions: temperature -70 celsius. Product: C(C1=CC=CC=C1)OC1=C(C=C(C=C1C)O)CC (4-benzyloxy-3-ethyl-5-methylphenol). Yield: 92.9%. As a reaction SMILES: Br[C:2]1[CH:7]=[C:6]([CH3:8])[C:5]([O:9][CH2:10][C:11]2[CH:16]=[CH:15][CH:14]=[CH:13][CH:12]=2)=[C:4]([CH2:17][CH3:18])[CH:3]=1.C[O:20]B(OC)OC.Cl>O1CCCC1.C([Li])CCC.CCCCCC>[CH2:10]([O:9][C:5]1[C:6]([CH3:8])=[CH:7][C:2]([OH:20])=[CH:3][C:4]=1[CH2:17][CH3:18])[C:11]1[CH:16]=[CH:15][CH:14]=[CH:13][CH:12]=1. Procedure details: Then, 35.6 g of 4-bromo-2-ethyl-6-methyl-1-benzyloxybenzene was dissolved in 250 ml of tetrahydrofuran, to which 69 ml of a solution of n-butyl lithium in hexane (1.69 mol/l) was added dropwise with stirring at -70° C. After further stirring at -70° C. for 2 hours, a solution of 12.1 g of trimethoxyboran dissolved in 50 ml of tetrahydrofuran was added dropwise to the reaction solution. After completion of the dropwise addition, the reaction mixture was returned to room temperature and stirred fo... Reactants: C1CCOC1, O=[N+]([O-])c1ccc(CN2CCCCC2)c(Cl)c1, [H][H]. The product is Nc1ccc(CN2CCCCC2)c(Cl)c1. RXN SMILES: [CH2:20]1[O:21][CH2:22][CH2:23][CH2:24]1.[Cl:1][c:2]1[c:3]([CH2:4][N:5]2[CH2:6][CH2:7][CH2:8][CH2:9][CH2:10]2)[cH:11][cH:12][c:13]([N+:15]([O-:16])=[O:17])[cH:14]1.[H:18][H:19]>>[Cl:1][c:2]1[c:3]([CH2:4][N:5]2[CH2:6][CH2:7][CH2:8][CH2:9][CH2:10]2)[cH:11][cH:12][c:13]([NH2:15])[cH:14]1.